Dataset: the Open Reaction Database (ORD), a public repository of structured organic reaction records. Task: describe an organic reaction: reactants, conditions, products, and yield Starting materials: N([C@@H](CC1=CC=CC=C1)C(=O)N([C@@H](C(C)C)C(=O)N[C@@H](CC1=CC(=C(C=C1)O)N(C)C)C(=O)N)C)C(=O)OCC1C2=CC=CC=C2C2=CC=CC=C12 (Fmoc-Phe-N-Me-Val-Tyr(3-NMe2)—NH2). The solvent is C(Cl)Cl (methylene chloride), C(C)NCC (diethylamine). Run at time 3 hour. Product: N[C@@H](CC1=CC=CC=C1)C(=O)N([C@@H](C(C)C)C(=O)N[C@@H](CC1=CC(=C(C=C1)O)N(C)C)C(=O)N)C (Phe-N-Me-Val-Tyr(3-NMe2)—NH2). The yield is 83.1%. As a reaction SMILES: [NH:1](C(OCC1C2C(=CC=CC=2)C2C1=CC=CC=2)=O)[C@H:2]([C:10]([N:12]([CH3:35])[C@H:13]([C:17]([NH:19][C@H:20]([C:32]([NH2:34])=[O:33])[CH2:21][C:22]1[CH:27]=[CH:26][C:25]([OH:28])=[C:24]([N:29]([CH3:31])[CH3:30])[CH:23]=1)=[O:18])[CH:14]([CH3:16])[CH3:15])=[O:11])[CH2:3][C:4]1[CH:9]=[CH:8][CH:7]=[CH:6][CH:5]=1>C(Cl)Cl.C(NCC)C>[NH2:1][C@H:2]([C:10]([N:12]([CH3:35])[C@H:13]([C:17]([NH:19][C@H:20]([C:32]([NH2:34])=[O:33])[CH2:21][C:22]1[CH:27]=[CH:26][C:25]([OH:28])=[C:24]([N:29]([CH3:30])[CH3:31])[CH:23]=1)=[O:18])[CH:14]([CH3:15])[CH3:16])=[O:11])[CH2:3][C:4]1[CH:5]=[CH:6][CH:7]=[CH:8][CH:9]=1. Procedure: To a solution of Fmoc-Phe-N-Me-Val-Tyr(3-NMe2)—NH2 (163 mg, 0.227 mmol) in methylene chloride (1.5 ml), diethylamine (1 ml) was added, followed by stirring at room temperature for 3 hours. The reaction mixture was concentrated under reduced pressure; the thus obtained residue was subjected to silica gel column chromatography (developing solvent: chloroform:methanol:aqueous ammonia=10:1:0.1) to give the titled compound (91.2 mg, 81%). Starting materials: ClC1=CC=C(C(=N1)NC(OC(C)(C)C)=O)C(C(F)(F)F)=O (tert-Butyl [6-chloro-3-(trifluoroacetyl)pyridin-2-yl]carbamate), CS(=O)C (DMSO), C(=O)(OC(C)(C)C)NCCN (N-Boc-ethylenediamine), C(C)(C)N(C(C)C)CC (N,N-diisopropylethylamine). Run in C(C)(=O)OCC (ethyl acetate), O (water). Product: C(C)(C)(C)OC(=O)NCCNC1=CC=C(C(=N1)NC(OC(C)(C)C)=O)C(C(F)(F)F)=O (tert-Butyl [6-({2-[(tert-butoxycarbonyl)amino]ethyl}amino)-3-(trifluoroacetyl)pyridin-2-yl]-carbamate). RXN SMILES: Cl[C:2]1[N:7]=[C:6]([NH:8][C:9](=[O:15])[O:10][C:11]([CH3:14])([CH3:13])[CH3:12])[C:5]([C:16](=[O:21])[C:17]([F:20])([F:19])[F:18])=[CH:4][CH:3]=1.CS(C)=O.[C:26]([NH:33][CH2:34][CH2:35][NH2:36])([O:28][C:29]([CH3:32])([CH3:31])[CH3:30])=[O:27].C(N(CC)C(C)C)(C)C>C(OCC)(=O)C.O>[C:29]([O:28][C:26]([NH:33][CH2:34][CH2:35][NH:36][C:2]1[N:7]=[C:6]([NH:8][C:9](=[O:15])[O:10][C:11]([CH3:14])([CH3:13])[CH3:12])[C:5]([C:16](=[O:21])[C:17]([F:20])([F:19])[F:18])=[CH:4][CH:3]=1)=[O:27])([CH3:32])([CH3:31])[CH3:30]. Reported procedure: 5 g (15.4 mmol) of tert-butyl [6-chloro-3-(trifluoroacetyl)pyridin-2-yl]carbamate (Example 113A) are introduced into 37.5 ml of DMSO, and 3.2 g (20 mmol) of N-Boc-ethylenediamine and 4 ml (23 mmol) of N,N-diisopropylethylamine are added. The reaction mixture is irradiated in a microwave reactor at 90° C. for 0.5 h. The reaction mixture is taken up in a mixture of ethyl acetate and water. The organic phase is washed with saturated aqueous sodium chloride solution, dried over magnesium sulphate an...